From a dataset of the Open Reaction Database (ORD), a public repository of structured organic reaction records. describe an organic reaction: reactants, conditions, products, and yield The reactants are COC1=CC=C(CN(C2=NC(=NC(=N2)C)C=2C=C(C=NC2F)O)CC2=CC=C(C=C2)OC)C=C1 (5-(4-(bis(4-methoxybenzyl)amino)-6-methyl-1,3,5-triazin-2-yl)-6-fluoropyridin-3-ol), ClC(C(=O)[O-])(F)F.[Na+] (sodium 2-chloro-2,2-difluoroacetate), C([O-])([O-])=O.[Cs+].[Cs+] (cesium carbonate). Solvent: CN(C)C=O (DMF). Reaction conditions: temperature 100 celsius. The product is FC(OC=1C=C(C(=NC1)F)C1=NC(=NC(=N1)C)N(CC1=CC=C(C=C1)OC)CC1=CC=C(C=C1)OC)F (4-(5-(Difluoromethoxy)-2-Fluoropyridin-3-yl)-N,N-Bis(4-Methoxybenzyl)-6-Methyl-1,3,5-Triazin-2-Amine). Yield: 54.3%. RXN SMILES: [CH3:1][O:2][C:3]1[CH:34]=[CH:33][C:6]([CH2:7][N:8]([CH2:24][C:25]2[CH:30]=[CH:29][C:28]([O:31][CH3:32])=[CH:27][CH:26]=2)[C:9]2[N:14]=[C:13]([CH3:15])[N:12]=[C:11]([C:16]3[CH:17]=[C:18]([OH:23])[CH:19]=[N:20][C:21]=3[F:22])[N:10]=2)=[CH:5][CH:4]=1.Cl[C:36]([F:41])([F:40])C([O-])=O.[Na+].C(=O)([O-])[O-].[Cs+].[Cs+]>CN(C=O)C>[F:40][CH:36]([F:41])[O:23][C:18]1[CH:17]=[C:16]([C:11]2[N:12]=[C:13]([CH3:15])[N:14]=[C:9]([N:8]([CH2:7][C:6]3[CH:5]=[CH:4][C:3]([O:2][CH3:1])=[CH:34][CH:33]=3)[CH2:24][C:25]3[CH:26]=[CH:27][C:28]([O:31][CH3:32])=[CH:29][CH:30]=3)[N:10]=2)[C:21]([F:22])=[N:20][CH:19]=1 |f:1.2,3.4.5|. Procedure details: A solution of 5-(4-(bis(4-methoxybenzyl)amino)-6-methyl-1,3,5-triazin-2-yl)-6-fluoropyridin-3-ol (0.050 g, 0.108 mmol) in DMF (3 mL) was treated with sodium 2-chloro-2,2-difluoroacetate (Aldrich) (0.033 g, 0.217 mmol) and cesium carbonate (Aldrich) (0.053 g, 0.163 mmol). The reaction mixture was heated at 100° C. under N2 for 2 h. The reaction mixture was cooled to rt and partitioned between EtOAc and water. The organic layer was washed with sat. NaHCO3, water, brine, dried over MgSO4 and concen... Starting materials: CC1=NC(=NC(=C1C#N)NC1=CC(=CC=C1)C)SC (4-methyl-6-[(3-methylphenyl)amino]-2-(methylthio)-5-pyrimidinecarbonitrile), DMF dimethyl acetyl, CN(C)C=O (DMF). Reaction conditions: temperature 110 celsius, time 1.5 hour. Yields the product CN(/C=C/C1=NC(=NC(=C1C#N)NC1=CC(=CC=C1)C)SC)C (4-[(E)-2-(dimethylamino)ethenyl]-6-[(3-methylphenyl)amino]-2-(methylthio)-5-pyrimidinecarbonitrile). As a reaction SMILES: [CH3:1][C:2]1[C:7]([C:8]#[N:9])=[C:6]([NH:10][C:11]2[CH:16]=[CH:15][CH:14]=[C:13]([CH3:17])[CH:12]=2)[N:5]=[C:4]([S:18][CH3:19])[N:3]=1.[CH3:20][N:21]([CH:23]=O)[CH3:22]>>[CH3:20][N:21]([CH3:23])/[CH:22]=[CH:1]/[C:2]1[C:7]([C:8]#[N:9])=[C:6]([NH:10][C:11]2[CH:16]=[CH:15][CH:14]=[C:13]([CH3:17])[CH:12]=2)[N:5]=[C:4]([S:18][CH3:19])[N:3]=1. Reported procedure: To a solution of 4-methyl-6-[(3-methylphenyl)amino]-2-(methylthio)-5-pyrimidinecarbonitrile (1.32 g, 4.89 mmol) in DMF (8 mL) was added DMF dimethyl acetyl (1.16 g, 9.75 mmol), and the reaction mixture was stirred at 110° C. for 1.5 h. The mixture was concentrated and the residue was dissolved into EtOAc (30 mL). The solution was washed with water and organic layer was collected. The aqueous layer was extracted with EtOAc (2×). The combined extract was dried over Na2SO4, filtered, and concentrat... Starting materials: N#Cc1ccc(CBr)cc1, CN, CC#N. Yields the product CNCc1ccc(C#N)cc1. Reaction SMILES: [Br:1][CH2:2][c:3]1[cH:4][cH:5][c:6]([C:9]#[N:10])[cH:7][cH:8]1.[CH3:11][NH2:12].[CH3:13][C:14]#[N:15]>>[CH2:2]([c:3]1[cH:4][cH:5][c:6]([C:9]#[N:10])[cH:7][cH:8]1)[NH:12][CH3:11].